describe an organic reaction: reactants, conditions, products, and yield From a dataset of the Open Reaction Database (ORD), a public repository of structured organic reaction records. The reactants are NC1=CC=CC=C1 (aniline), BrC=1C=NC2=CC=CC=C2C1O (3-bromo-4-hydroxyquinoline). Yields the product OC1=CC=NC2=CC=CC=C12 (4-Hydroxyquinoline). RXN SMILES: NC1C=CC=CC=1.Br[C:9]1[CH:10]=[N:11][C:12]2[C:17]([C:18]=1[OH:19])=[CH:16][CH:15]=[CH:14][CH:13]=2>>[OH:19][C:18]1[C:17]2[C:12](=[CH:13][CH:14]=[CH:15][CH:16]=2)[N:11]=[CH:10][CH:9]=1. Procedure: 4-Hydroxyquinoline 8(4) was prepared from aniline 8(1) according to the method described in J. Org. Chem. 2000, 23, 8005, 3-bromo-4-hydroxyquinoline 8(5)—according to the procedure given in J. Am. Chem. Soc. 1946, 1229-1231. Reactants: N[C@H](CO)C(=O)OC (D-Ser-OMe), TEA, C(C1=CC=CC=C1)(C1=CC=CC=C1)(C1=CC=CC=C1)Cl (trityl chloride). Solvent: C(Cl)Cl (DCM). Reaction conditions: time 2 hour. Yields the product OC[C@H](C(=O)OC)NC(C1=CC=CC=C1)(C1=CC=CC=C1)C1=CC=CC=C1 ((R)-methyl 3-hydroxy-2-(tritylamino)propanoate). Isolated yield 85.0%. RXN SMILES: [NH2:1][C@@H:2]([C:5]([O:7][CH3:8])=[O:6])[CH2:3][OH:4].[C:9](Cl)([C:22]1[CH:27]=[CH:26][CH:25]=[CH:24][CH:23]=1)([C:16]1[CH:21]=[CH:20][CH:19]=[CH:18][CH:17]=1)[C:10]1[CH:15]=[CH:14][CH:13]=[CH:12][CH:11]=1>C(Cl)Cl>[OH:4][CH2:3][C@@H:2]([NH:1][C:9]([C:10]1[CH:15]=[CH:14][CH:13]=[CH:12][CH:11]=1)([C:22]1[CH:23]=[CH:24][CH:25]=[CH:26][CH:27]=1)[C:16]1[CH:17]=[CH:18][CH:19]=[CH:20][CH:21]=1)[C:5]([O:7][CH3:8])=[O:6]. Procedure details: To a solution of D-Ser-OMe (LXXXVIII) in dry DCM was added TEA (1.2 eq). After the solution became clear, trityl chloride (1 eq in dry DCM) was added dropwise and stirred for 2 hours. The reaction mixture was washed with 2M HCl, brine and dried over anhydrous MgSO4. The solvent was removed under reduced pressure to give the crude product as a colorless oil. The oil crystallized from Et2O/hexane to produce pure (R)-methyl 3-hydroxy-2-(tritylamino)propanoate (LXXXIX) as white solid (85% yield). The reactants are O=C1CCC(=O)N1Br, O=C(OOC(=O)c1ccccc1)c1ccccc1, ClC(Cl)(Cl)Cl, Cc1ccc(N=C=O)cc1Cl. Product: O=C=Nc1ccc(CBr)c(Cl)c1. Reaction SMILES: [Br:12][N:13]1[C:14](=[O:15])[CH2:16][CH2:17][C:18]1=[O:19].[C:20]([O:21][O:22][C:23](=[O:24])[c:25]1[cH:26][cH:27][cH:28][cH:29][cH:30]1)(=[O:31])[c:32]1[cH:33][cH:34][cH:35][cH:36][cH:37]1.[C:38]([Cl:39])([Cl:40])([Cl:41])[Cl:42].[Cl:1][c:2]1[cH:3][c:4]([N:9]=[C:10]=[O:11])[cH:5][cH:6][c:7]1[CH3:8]>>[Cl:1][c:2]1[cH:3][c:4]([N:9]=[C:10]=[O:11])[cH:5][cH:6][c:7]1[CH2:8][Br:12]. Reactants: CC(C)c1ccc2ccccc2c1C(C)C, NC(N)=O, O=C(O)c1ccc([N+](=O)[O-])cc1, OP(O)O. Yields the product NC(=O)c1ccc([N+](=O)[O-])cc1. Reaction SMILES: [CH:21]([c:22]1[cH:23][cH:24][c:25]2[c:26]([cH:27][cH:28][cH:29][cH:30]2)[c:31]1[CH:32]([CH3:33])[CH3:34])([CH3:35])[CH3:36].[NH2:13][C:14](=[O:15])[NH2:16].[OH:1][C:2](=[O:3])[c:4]1[cH:5][cH:6][c:7]([N+:10]([O-:11])=[O:12])[cH:8][cH:9]1.[P:17]([OH:18])([OH:19])[OH:20]>>[O:1]=[C:2]([c:4]1[cH:5][cH:6][c:7]([N+:10]([O-:11])=[O:12])[cH:8][cH:9]1)[NH2:13]. Conditions: time 2 hour. Isolated yield 71.8%. Run in CS(=O)C (DMSO), CS(=O)C (DMSO). Reaction SMILES: [C:1]1([CH3:8])[C:6]([OH:7])=[CH:5][CH:4]=[CH:3][CH:2]=1.[OH-].[Na+].[CH:11](Br)([CH3:13])[CH3:12]>CS(C)=O>[C:1]1([CH3:8])[CH:2]=[CH:3][CH:4]=[CH:5][C:6]=1[O:7][CH:11]([CH3:13])[CH3:12] |f:1.2|. Yields the product C1(=C(C=CC=C1)OC(C)C)C (isopropyl ortho-tolyl ether). Starting materials: C(C)(C)Br (isopropyl bromide), ice water, C1(=CC=CC=C1O)C (ortho-cresol), [OH-].[Na+] (sodium hydroxide). Procedure: To a solution of 54.1 g (0.5 mole) of ortho-cresol in 150 ml of DMSO was added portionwise and with stirring 12 g of 57% sodium hydroxide. This addition was exothermic to 45° C. After 2 hours at ambient temperature, 61.5 g (0.5 mole) of isopropyl bromide in 50 ml of DMSO was added dropwise with stirring. After another 2 hours, the reaction mixture was poured into 1000 ml of ice water and extracted with ether. Distillation of the dried extract gave 53.9 g of product as a colorless liquid; b.p. 94... The reactants are C(C)(C)(C)OC([C@H](CC1=CC=C(C=C1)OCCCC(NC=1NCCCN1)=O)NS(=O)(=O)C1=CC=C(C=C1)C(F)(F)F)=O ((2S)-3-{4-[3-(1,4,5,6-tetrahydropyrimidin-2-ylcarbamoyl)-propoxy]-phenyl}-2-(4-trifluoromethylbenzenesulfonylamino)-propionic acid tert-butyl ester). Solvent: FC(C(=O)O)(F)F.O (trifluoroacetic acid water). Run at time 2 hour. Product: N1C(=NCCC1)NC(=O)CCCOC1=CC=C(C=C1)C[C@@H](C(=O)O)NS(=O)(=O)C1=CC=C(C=C1)C(F)(F)F ((2S)-3-{4-[3-(1,4,5,6-Tetrahydropyrimidin-2-ylcarbamoyl)-propoxy]-phenyl}-2-(4-trifluoromethylbenzenesulfonylamino)-propionic acid). Reaction SMILES: C([O:5][C:6](=[O:42])[C@@H:7]([NH:28][S:29]([C:32]1[CH:37]=[CH:36][C:35]([C:38]([F:41])([F:40])[F:39])=[CH:34][CH:33]=1)(=[O:31])=[O:30])[CH2:8][C:9]1[CH:14]=[CH:13][C:12]([O:15][CH2:16][CH2:17][CH2:18][C:19](=[O:27])[NH:20][C:21]2[NH:22][CH2:23][CH2:24][CH2:25][N:26]=2)=[CH:11][CH:10]=1)(C)(C)C>FC(F)(F)C(O)=O.O>[NH:26]1[CH2:25][CH2:24][CH2:23][N:22]=[C:21]1[NH:20][C:19]([CH2:18][CH2:17][CH2:16][O:15][C:12]1[CH:13]=[CH:14][C:9]([CH2:8][C@H:7]([NH:28][S:29]([C:32]2[CH:37]=[CH:36][C:35]([C:38]([F:41])([F:39])[F:40])=[CH:34][CH:33]=2)(=[O:31])=[O:30])[C:6]([OH:42])=[O:5])=[CH:10][CH:11]=1)=[O:27] |f:1.2|. Reported procedure: 37.3 mg of (2S)-3-{4-[3-(1,4,5,6-tetrahydropyrimidin-2-ylcarbamoyl)-propoxy]-phenyl}-2-(4-trifluoromethylbenzenesulfonylamino)-propionic acid tert-butyl ester were dissolved in trifluoroacetic acid/water (95/5) and stirred for 2 hours. The solvent was removed in vacuo, and the residue was dissolved in acetic acid/water and lyophilized. Yield 27.6 mg. MS (ES+): m/e=557.1 (M+H)+.